Dataset: the Open Reaction Database (ORD), a public repository of structured organic reaction records. Task: describe an organic reaction: reactants, conditions, products, and yield Reactants: C(C)NC=1C(C(=O)O)=CC(=CC1)C (N-Ethyl-5-methyl anthranilic acid), C(C)(=O)O (acetic acid), C(C)(=O)OC(C)=O (acetic anhydride). Product: C(C)N1C(=O)C=C(C2=CC(=CC=C12)C)O (1-Ethyl-4-hydroxy-6-methyl carbostyril). Reaction SMILES: [CH2:1]([NH:3][C:4]1[C:5](=[CH:9][C:10]([CH3:13])=[CH:11][CH:12]=1)[C:6](O)=[O:7])[CH3:2].[C:14](OC(=O)C)(=O)[CH3:15].C(O)(=[O:23])C>>[CH2:14]([N:3]1[C:4]2[C:5](=[CH:9][C:10]([CH3:13])=[CH:11][CH:12]=2)[C:6]([OH:7])=[CH:2][C:1]1=[O:23])[CH3:15]. Procedure details: N-Ethyl-5-methyl anthranilic acid (17.6g -- 0.098 mole; m.p. 159° C) was refluxed in acetic acid (43 ml) and acetic anhydride (43 ml) for 12 hrs. The dark red solution was cooled and poured onto crushed ice. The mixture was made alkaline, filtered off tarry material and neutralised with hydrochloric acid. The yellow crystalline product was filtered off, washed well with water and recrystallised from ethanol, m.p. 275°-280° (Found- C, 70,87; H, 6.34; N, 7.17 C12H13NO2 requires; C, 70.88; H, 6.44;... The reactants are CCOCC (ether), C[Li] (methyllithium), O=C1C(CCC1)NC(OC(C)(C)C)=O (tert-butyl 2-oxocyclopentylcarbamate), [Cl-].[Ce+3].[Cl-].[Cl-] (cerium(III) chloride). Run in O1CCCC1 (tetrahydrofuran). Conditions: time 2.5 hour. Product: OC1(C(CCC1)NC(OC(C)(C)C)=O)C (tert-butyl 2-hydroxy-2-methylcyclopentylcarbamate). Yield: 82.0%. As a reaction SMILES: [CH3:1]COCC.C[Li].[O:8]=[C:9]1[CH2:13][CH2:12][CH2:11][CH:10]1[NH:14][C:15](=[O:21])[O:16][C:17]([CH3:20])([CH3:19])[CH3:18].[Cl-].[Ce+3].[Cl-].[Cl-]>O1CCCC1>[OH:8][C:9]1([CH3:1])[CH2:13][CH2:12][CH2:11][CH:10]1[NH:14][C:15](=[O:21])[O:16][C:17]([CH3:18])([CH3:20])[CH3:19] |f:3.4.5.6|. Reported procedure: A 1.6 M ether solution of methyllithium (13.59 mL, 21.75 mmol) was added to a stirred suspension of tert-butyl 2-oxocyclopentylcarbamate (1.97 g, 9.89 mmol, from Step 2) and cerium(III) chloride (5.36 g, 21.75 mmol) in tetrahydrofuran (50 mL) at −78° C. under nitrogen. After 2.5 h at −78° C., the mixture was quenched with saturated ammonium chloride, allowed to warm to room temperature, and filtered through a short bed of Celite to remove insoluble cerium salt. The filter cake was rinsed with et... Reactants: BrCC(=O)OCC (ethyl bromoacetate), O (water), NCC1=C(C=CC=C1)N (2-Aminomethyl-phenylamine), TEA. The solvent is O1CCOCC1 (1,4-dioxane), O1CCOCC1 (1,4-dioxane). Product: COC(CNCC1=C(C=CC=C1)N)=O ((2-Amino-benzylamino)-acetic acid methyl ester). RXN SMILES: [NH2:1][CH2:2][C:3]1[CH:8]=[CH:7][CH:6]=[CH:5][C:4]=1[NH2:9].Br[CH2:11][C:12]([O:14][CH2:15]C)=[O:13].O>O1CCOCC1>[CH3:15][O:14][C:12](=[O:13])[CH2:11][NH:1][CH2:2][C:3]1[CH:8]=[CH:7][CH:6]=[CH:5][C:4]=1[NH2:9]. Procedure: 2-Aminomethyl-phenylamine (1.54 g, 10.1 mmol) and TEA (3.06 ml, 20.2 mmol) are refluxed in 1,4-dioxane. A solution of ethyl bromoacetate (1.12 ml, 10.1 mmol) in 1,4-dioxane (5 ml) is added slowly over 1 hour resulting in a precipitate. The reaction mixture is stirred at reflux for 2 hours. The reaction mixture is cooled to RT, treated with water and extracted with EtOAc, the organic phase is dried over MgSO4, filtered and is concentrated in vacuo. Purification by flash column chromatography on s... Starting materials: CC1CC(CC(C1C(=O)OCC)=O)=O (ethyl 6-methyl-2,4-dioxocyclohexane-1-carboxylate), CC1CC(CC(C1C(=O)OCC)=O)=O (Ethyl 6-methyl-2, 4-dioxocyclohexane caboxylate), CC=1C=CC(=C(C1)S)N (5-methyl-2-aminobenzenethiol). Solvent: CS(=O)C (DMSO). Product: C(=O)(OCC)C1C(CC=2NC3=CC=C(C=C3SC2C1=O)C)C (3-Carbethoxy-2,7-dimethyl-2,3-dihydro-1H-phenothiazin-4[10H]-one). As a reaction SMILES: [CH3:1][CH:2]1[CH:7]([C:8]([O:10][CH2:11][CH3:12])=[O:9])[C:6](=[O:13])[CH2:5][C:4](=O)[CH2:3]1.[CH3:15][C:16]1[CH:17]=[CH:18][C:19]([NH2:23])=[C:20]([SH:22])[CH:21]=1>CS(C)=O>[C:8]([CH:7]1[C:6](=[O:13])[C:5]2[S:22][C:20]3[C:19](=[CH:18][CH:17]=[C:16]([CH3:15])[CH:21]=3)[NH:23][C:4]=2[CH2:3][CH:2]1[CH3:1])([O:10][CH2:11][CH3:12])=[O:9]. Procedure details: A mixture of ethyl 6-methyl-2,4-dioxocyclohexane-1-carboxylate, 7b (1.43 g, 7.2 mmole) and 5-methyl-2-aminobenzenethiol, 6 (X=Me, 1.0 g, 7.2 mmole) in DMSO (10 mL) is placed in a preheated heating mantle. The reaction mixture is stirred and refluxed for 0.5 h. Upon cooling, the reaction mixture forms a solid. The crystals are filtered and the remaining mother liquid is poured into cold water, whereupon further precipitation occurs. Each precipitate is separately recrystallized twice from EtOH an... The reactants are C(CC)C1=NC2=C(N1CC1=CC=C(C=C1)C1=C(C=CC=C1)C#N)C=C(C=C2)N(S(=O)(=O)C2=CC=CC=C2)C (4'-[[2-n-propyl-6-(N-benzenesulphonyl-methylamino)-benzimidazol-1-yl]methyl]-2-cyano-biphenyl), [N-]=[N+]=[N-].[Na+] (sodium azide). Solvent: CN(C=O)C (dimethylformamide). The product is C(CC)C1=NC2=C(N1CC1=CC=C(C=C1)C1=C(C=CC=C1)C1=NN=NN1)C=C(C=C2)N(S(=O)(=O)C2=CC=CC=C2)C (4'-[[2-n-Propyl-6-(N-benzenesulphonyl-methylamino)-benzimidazol-1-yl]methyl]-2-(1H-tetrazol-5-yl)-biphenyl). As a reaction SMILES: [CH2:1]([C:4]1[N:8]([CH2:9][C:10]2[CH:15]=[CH:14][C:13]([C:16]3[CH:21]=[CH:20][CH:19]=[CH:18][C:17]=3[C:22]#[N:23])=[CH:12][CH:11]=2)[C:7]2[CH:24]=[C:25]([N:28]([CH3:38])[S:29]([C:32]3[CH:37]=[CH:36][CH:35]=[CH:34][CH:33]=3)(=[O:31])=[O:30])[CH:26]=[CH:27][C:6]=2[N:5]=1)[CH2:2][CH3:3].[N-:39]=[N+:40]=[N-:41].[Na+]>CN(C)C=O>[CH2:1]([C:4]1[N:8]([CH2:9][C:10]2[CH:11]=[CH:12][C:13]([C:16]3[CH:21]=[CH:20][CH:19]=[CH:18][C:17]=3[C:22]3[NH:41][N:40]=[N:39][N:23]=3)=[CH:14][CH:15]=2)[C:7]2[CH:24]=[C:25]([N:28]([CH3:38])[S:29]([C:32]3[CH:33]=[CH:34][CH:35]=[CH:36][CH:37]=3)(=[O:31])=[O:30])[CH:26]=[CH:27][C:6]=2[N:5]=1)[CH2:2][CH3:3] |f:1.2|. Procedure: Prepared analogously to Example 41 from 4'-[[2-n-propyl-6-(N-benzenesulphonyl-methylamino)-benzimidazol-1-yl]methyl]-2-cyano-biphenyl and sodium azide in dimethylformamide. Reported procedure: To a stirred solution of S-benzyl-N-(3-benzylthio-2,2-dimethyl-propionyl)-D-cysteine (0.32 g) and glycine ethyl ester hydro-chloride (0.12 g) in N,N-dimethylformamide (DMF, 3 ml), N-methylmorpholine (NMM, 0.19 ml), 1-hydroxybenzotriazole (HOBt, 0.17 g) and then a solution of N,N,-dicyclohexylcarbodiimide (DCC, 0.18 g) in DMF (2 ml) were added under ice cooling. The mixture was stirred for 2 hr. at 0° C. and for 2 hr. at room temperature, and stood overnight. 1 N hydrochloric acid (30 ml) was add... The yield is 90.9%. The solvent is CN(C=O)C (N,N-dimethylformamide), CN1CCOCC1 (N-methylmorpholine), CN(C=O)C (DMF). The reactants are C(C1=CC=CC=C1)SC[C@@H](NC(C(CSCC1=CC=CC=C1)(C)C)=O)C(=O)O (S-benzyl-N-(3-benzylthio-2,2-dimethyl-propionyl)-D-cysteine), Cl.C(C)OC(CN)=O (glycine ethyl ester hydro-chloride), ON1N=NC2=C1C=CC=C2 (1-hydroxybenzotriazole), N,N,-dicyclohexylcarbodiimide, Cl (hydrochloric acid). Yields the product C(C)OC(CNC([C@H](NC(C(CSCC1=CC=CC=C1)(C)C)=O)CSCC1=CC=CC=C1)=O)=O (N-[S-benzyl-N-(3-benzylthio-2,2-dimethylpropionyl)-D-cysteinyl]glycine ethyl ester). As a reaction SMILES: [CH2:1]([S:8][CH2:9][C@H:10]([C:26](O)=[O:27])[NH:11][C:12](=[O:25])[C:13]([CH3:24])([CH3:23])[CH2:14][S:15][CH2:16][C:17]1[CH:22]=[CH:21][CH:20]=[CH:19][CH:18]=1)[C:2]1[CH:7]=[CH:6][CH:5]=[CH:4][CH:3]=1.Cl.[CH2:30]([O:32][C:33](=[O:36])[CH2:34][NH2:35])[CH3:31].ON1C2C=CC=CC=2N=N1.Cl>CN(C)C=O.CN1CCOCC1>[CH2:30]([O:32][C:33](=[O:36])[CH2:34][NH:35][C:26](=[O:27])[C@@H:10]([CH2:9][S:8][CH2:1][C:2]1[CH:3]=[CH:4][CH:5]=[CH:6][CH:7]=1)[NH:11][C:12](=[O:25])[C:13]([CH3:23])([CH3:24])[CH2:14][S:15][CH2:16][C:17]1[CH:22]=[CH:21][CH:20]=[CH:19][CH:18]=1)[CH3:31] |f:1.2|. Conditions: time 2 hour. Starting materials: polyphosphoric acid, CC1=CC(=NC=C1)C(=O)N (4-methyl-pyridine-2-carboxylic acid amide), C1(=C(C=CC=C1)N)N (o-phenylendiamine). Run in O (water). Run at temperature 210 celsius. Product: CC1=CC(=NC=C1)C1=NC2=C(N1)C=CC=C2 (2-(4-methylpyridin-2-yl)-1H-benzoimidazol). Yield: 85.0%. As a reaction SMILES: [CH3:1][C:2]1[CH:7]=[CH:6][N:5]=[C:4]([C:8]([NH2:10])=O)[CH:3]=1.[C:11]1(N)[CH:16]=[CH:15][CH:14]=[CH:13][C:12]=1[NH2:17]>O>[CH3:1][C:2]1[CH:7]=[CH:6][N:5]=[C:4]([C:8]2[NH:10][C:11]3[CH:16]=[CH:15][CH:14]=[CH:13][C:12]=3[N:17]=2)[CH:3]=1. Procedure: 450 g of polyphosphoric acid, 40 g (0.29 mol) of 4-methyl-pyridine-2-carboxylic acid amide and 31 g (0.29 mol) of o-phenylendiamine are added in a three-neck round-bottom flask, equipped with a condenser, a thermometer and mechanical stirring. The mixture is heated at 210° C. for 4 hours. At the end, the mixture is cooled at 70° C. and the crude is added to 1 L of water. Basify with a 50% aqueous solution of sodium hydroxide and filter the solid obtained. Crystallize from absolute ethanol. The p... The reactants are OC(C#CC1=CC=C(C(=O)O)C=C1)C1=CC(=C(C(=C1)C(C)(C)C)OCOCC[Si](C)(C)C)C(C)(C)C (4-{3-Hydroxy-3-[3,5-di-tert-butyl-4-(2-trimethylsilylethoxymethoxy)phenyl]-1-propynyl}benzoic acid), ClCCl (dichloromethane), FC(C(=O)O)(F)F (trifluoroacetic acid). Run in O (water). The product is C(C)(C)(C)C1=CC(C=C(C1=O)C(C)(C)C)=CC#CC1=CC=C(C(=O)O)C=C1 (4-[3-(3,5-Di-tert-butyl-4-oxo-2,5-cyclohexadien-1-ylidene)-1-propynyl]benzoic acid). As a reaction SMILES: O[CH:2]([C:14]1[CH:19]=[C:18]([C:20]([CH3:23])([CH3:22])[CH3:21])[C:17]([O:24]COCC[Si](C)(C)C)=[C:16]([C:33]([CH3:36])([CH3:35])[CH3:34])[CH:15]=1)[C:3]#[C:4][C:5]1[CH:13]=[CH:12][C:8]([C:9]([OH:11])=[O:10])=[CH:7][CH:6]=1.ClCCl.FC(F)(F)C(O)=O>O>[C:33]([C:16]1[C:17](=[O:24])[C:18]([C:20]([CH3:23])([CH3:22])[CH3:21])=[CH:19][C:14](=[CH:2][C:3]#[C:4][C:5]2[CH:6]=[CH:7][C:8]([C:9]([OH:11])=[O:10])=[CH:12][CH:13]=2)[CH:15]=1)([CH3:34])([CH3:35])[CH3:36]. Procedure details: 2.2 g (4.7 mmol) of 4-{3-Hydroxy-3-[3,5-di-tert-butyl-4-(2-trimethylsilylethoxymethoxy)phenyl]-1-propynyl}benzoic acid and 75 ml of dichloromethane are introduced into a three-necked flask. 360 μl (4.7 mmol) of trifluoroacetic acid are added at −78° C. and the mixture is allowed to return to room temperature. The reaction medium is poured into water and extracted with ethyl ether, and the organic phase is separated out after settling has taken place, dried over magnesium sulphate and evaporated.... Starting materials: [H-].[Na+] (NaH), ClC1=C(C(=O)Cl)C(=CC(=C1)I)Cl (2,6-dichloro-4-iodobenzoyl chloride), BrC1=NC=CC(=C1)N (2-bromopyridin-4-amine). The solvent is C(C)(=O)OCC (ethyl acetate), CN(C)C=O (DMF). Run at temperature 25 celsius, time 10 minute. Product: BrC1=NC=CC(=C1)NC(C1=C(C=C(C=C1Cl)I)Cl)=O (N-(2-bromopyridin-4-yl)-2,6-dichloro-4-iodobenzamide). The yield is 40.4%. Reaction SMILES: [Cl:1][C:2]1[CH:10]=[C:9]([I:11])[CH:8]=[C:7]([Cl:12])[C:3]=1[C:4](Cl)=[O:5].[H-].[Na+].[Br:15][C:16]1[CH:21]=[C:20]([NH2:22])[CH:19]=[CH:18][N:17]=1>CN(C=O)C.C(OCC)(=O)C>[Br:15][C:16]1[CH:21]=[C:20]([NH:22][C:4](=[O:5])[C:3]2[C:2]([Cl:1])=[CH:10][C:9]([I:11])=[CH:8][C:7]=2[Cl:12])[CH:19]=[CH:18][N:17]=1 |f:1.2|. Reported procedure: To a cooled (0° C.) solution of 2,6-dichloro-4-iodobenzoyl chloride (70 mg, 0.21 mmol) in DMF (2 mL) was added NaH (17 mg, 0.42 mmol). The mixture was stirred for 10 minutes and then 2-bromopyridin-4-amine (40 mg, 0.23 mmol) was added. The resulting mixture was slowly warmed to 25° C., diluted with ethyl acetate (10 mL), quenched with water (1 mL), washed with saturated Na2CO3 and water, dried over Na2SO4, and concentrated under reduced pressure. The residue was purified by silica-gel chromatogr... Starting materials: C(C)(C)(C)OC(=O)N1CCC(CC1)(NC(=O)C=1C=NC=C(C1)C)C#N (4-cyano-4-[(5-methyl-pyridine-3-carbonyl)-amino]-piperidine-1-carboxylic acid tert-butyl ester), Cl (HCl). Run in O1CCOCC1 (dioxane). Product: Cl.Cl.C(#N)C1(CCNCC1)NC(C1=CN=CC(=C1)C)=O (N-(4-Cyano-piperidin-4-yl)-5-methyl-nicotinamide dihydrochloride). Reaction SMILES: C(OC([N:8]1[CH2:13][CH2:12][C:11]([C:24]#[N:25])([NH:14][C:15]([C:17]2[CH:18]=[N:19][CH:20]=[C:21]([CH3:23])[CH:22]=2)=[O:16])[CH2:10][CH2:9]1)=O)(C)(C)C.[ClH:26]>O1CCOCC1>[ClH:26].[ClH:26].[C:24]([C:11]1([NH:14][C:15](=[O:16])[C:17]2[CH:22]=[C:21]([CH3:23])[CH:20]=[N:19][CH:18]=2)[CH2:12][CH2:13][NH:8][CH2:9][CH2:10]1)#[N:25] |f:3.4.5|. Procedure details: A solution of 4-cyano-4-[(5-methyl-pyridine-3-carbonyl)-amino]-piperidine-1-carboxylic acid tert-butyl ester (0.48 g, 1.39 mmol) in 4 M HCl in dioxane (7 mL) was stirred at rt for 2 h. The solvent was removed under reduced pressure and the crude product used in the consecutive step without further purification assuming quantitative deprotection and formation of the dihydrochloride salt. Note: The product is contaminated with some primary amide (partial hydrolysis of the nitrile). MS (ISP): 245.4...